This data is from the Open Reaction Database (ORD), a public repository of structured organic reaction records. The task is: describe an organic reaction: reactants, conditions, products, and yield Reactants: resultant solution, EtOAc petroleum ether, COC1=CC2=C(N(C(=N2)C(F)(F)F)C=2C=CC(=NC2)N)C=C1 (5-(5-methoxy-2-(trifluoromethyl)-1H-benzo[d]imidazol-1-yl)pyridin-2-amine), FC1=C(C(=O)O)C(=CC=C1)F (2,6-difluorobenzoic acid), CN(CCCN=C=NCC)C (1-(3-dimethylaminopropyl)-3-ethylcarbodiimide), resultant solution. The reagents and catalysts are CN(C1=CC=NC=C1)C (4-dimethylaminopyridine). Solvent: C(Cl)(Cl)Cl (CHCl3), C(Cl)(Cl)Cl (CHCl3). Reaction conditions: time 24 hour. Yields the product FC1=C(C(=O)NC2=NC=C(C=C2)N2C(=NC3=C2C=CC(=C3)OC)C(F)(F)F)C(=CC=C1)F (2,6-difluoro-N-(5-(5-methoxy-2-(trifluoromethyl)-1H-benzo[d]imidazol-1-yl)pyridin-2-yl)benzamide). The yield is 80.3%. Reaction SMILES: [CH3:1][O:2][C:3]1[CH:22]=[CH:21][C:6]2[N:7]([C:14]3[CH:15]=[CH:16][C:17]([NH2:20])=[N:18][CH:19]=3)[C:8]([C:10]([F:13])([F:12])[F:11])=[N:9][C:5]=2[CH:4]=1.[F:23][C:24]1[CH:32]=[CH:31][CH:30]=[C:29]([F:33])[C:25]=1[C:26](O)=[O:27].CN(C)CCCN=C=NCC>C(Cl)(Cl)Cl.CN(C)C1C=CN=CC=1>[F:23][C:24]1[CH:32]=[CH:31][CH:30]=[C:29]([F:33])[C:25]=1[C:26]([NH:20][C:17]1[CH:16]=[CH:15][C:14]([N:7]2[C:6]3[CH:21]=[CH:22][C:3]([O:2][CH3:1])=[CH:4][C:5]=3[N:9]=[C:8]2[C:10]([F:13])([F:11])[F:12])=[CH:19][N:18]=1)=[O:27]. Procedure: To a solution of 5-(5-methoxy-2-(trifluoromethyl)-1H-benzo[d]imidazol-1-yl)pyridin-2-amine (80 mg, 0.25 mmol) in CHCl3 (10 ml) was added 2,6-difluorobenzoic acid (90 mg, 0.57 mmol), 1-(3-dimethylaminopropyl)-3-ethylcarbodiimide (EDC) (240 mg, 1.25 mmol) and 4-dimethylaminopyridine (DMAP) (160 mg, 1.31 mmol). The resultant solution was allowed to stir for 24 hours at room temperature. The reaction progress was monitored by TLC (EtOAc/petroleum ether=1:1). After the completion, the resultant solut... Reactants: I.BrC=1C=C2N(N=CC(=C2N[C@@H]2CNC[C@@H]2C)C(=O)N)C1 (6-bromo-4-((3S,4S)-4-methylpyrrolidin-3-ylamino)pyrrolo[1,2-b]pyridazine-3-carboxamide hydroiodide salt), CCN(C(C)C)C(C)C (DIPEA), CS(=O)(=O)Cl (methanesulfonyl chloride). Solvent: C(Cl)Cl (DCM), C(Cl)Cl (DCM), O (water). Reaction conditions: time 1 hour. Yields the product BrC=1C=C2N(N=CC(=C2N[C@@H]2CN(C[C@@H]2C)S(=O)(=O)C)C(=O)N)C1 (6-bromo-4-((3S,4S)-4-methyl-1-(methylsulfonyl)pyrrolidin-3-ylamino)pyrrolo[1,2-b]pyridazine-3-carboxamide). Yield: 85.1%. Reaction SMILES: I.[Br:2][C:3]1[CH:4]=[C:5]2[C:10]([NH:11][C@H:12]3[C@@H:16]([CH3:17])[CH2:15][NH:14][CH2:13]3)=[C:9]([C:18]([NH2:20])=[O:19])[CH:8]=[N:7][N:6]2[CH:21]=1.CCN(C(C)C)C(C)C.[CH3:31][S:32](Cl)(=[O:34])=[O:33]>C(Cl)Cl.O>[Br:2][C:3]1[CH:4]=[C:5]2[C:10]([NH:11][C@H:12]3[C@@H:16]([CH3:17])[CH2:15][N:14]([S:32]([CH3:31])(=[O:34])=[O:33])[CH2:13]3)=[C:9]([C:18]([NH2:20])=[O:19])[CH:8]=[N:7][N:6]2[CH:21]=1 |f:0.1|. Reported procedure: To a slurry of 6-bromo-4-((3S,4S)-4-methylpyrrolidin-3-ylamino)pyrrolo[1,2-b]pyridazine-3-carboxamide hydroiodide salt from Step 1 of Example 158 (500 mg, 1.073 mmol) and DIPEA (0.562 mL, 3.22 mmol) in DCM (5 mL) at 0° C. was added a solution of methanesulfonyl chloride (160 mg, 1.395 mmol) in 1 mL of DCM dropwise and the resulting mixture was stirred at rt for 1 h. The reaction was quenched by addition of MeOH (˜1 mL) and was then concentrated to afford a solid which was suspended in water, sti... The reactants are COc1ccccc1CC(=O)O, Cl, OC1CC(c2ccccc2)(c2ccccc2)C2CNCC2C1(O)c1ccccc1. Product: COc1ccccc1CC(=O)N1CC2C(C1)C(O)(c1ccccc1)C(O)CC2(c1ccccc1)c1ccccc1. RXN SMILES: [CH3:31][O:32][c:33]1[c:34]([CH2:39][C:40](=[O:41])[OH:42])[cH:35][cH:36][cH:37][cH:38]1.[ClH:1].[c:2]1([C:8]2([c:25]3[cH:26][cH:27][cH:28][cH:29][cH:30]3)[CH2:9][CH:10]([OH:24])[C:11]([OH:17])([c:18]3[cH:19][cH:20][cH:21][cH:22][cH:23]3)[CH:12]3[CH2:13][NH:14][CH2:15][CH:16]23)[cH:3][cH:4][cH:5][cH:6][cH:7]1>>[c:2]1([C:8]2([c:25]3[cH:26][cH:27][cH:28][cH:29][cH:30]3)[CH2:9][CH:10]([OH:24])[C:11]([OH:17])([c:18]3[cH:19][cH:20][cH:21][cH:22][cH:23]3)[CH:12]3[CH2:13][N:14]([C:40]([CH2:39][c:34]4[c:33]([O:32][CH3:31])[cH:38][cH:37][cH:36][cH:35]4)=[O:41])[CH2:15][CH:16]23)[cH:3][cH:4][cH:5][cH:6][cH:7]1. Conditions: time 30 minute. Starting materials: CCCC(CCC(C=C)O)O (nona-8-en-4,7-diol), O (water), I(=O)(=O)(=O)O (periodic acid). The yield is 59.5%. Procedure details: At first, 205 mg of compound (III) is dissolved in 3 ml of water, and 202 mg of periodic acid is added thereto. The mixture is stirred at room temperature for 1 hour and 30 minutes, and then chromatographically purified (HP-20SS 20 ml, water : methanol=4:1) to obtain 101 mg of compound (I) (59.5%). Yields the product OC1OCC2C=CC(C2C1)=O (4-hydroxy-3-oxabicyclo [4.3.0]nona-8-en-7-on). Reaction SMILES: [CH3:1][CH2:2][CH2:3][CH:4]([OH:11])[CH2:5][CH2:6][CH:7](O)[CH:8]=C.I(O)(=O)(=O)=[O:13].[OH2:17]>>[OH:17][CH:1]1[CH2:2][CH:3]2[CH:7]([CH:6]=[CH:5][C:4]2=[O:11])[CH2:8][O:13]1. Starting materials: NC1C(N(C2=C(CC1)C=CC=C2)CC2=CC=C(C=C2)[N+](=O)[O-])=O (3-amino-1-(p-nitrobenzyl)-2,3,4,5-tetrahydro-benzazepin-2-one), C(C)OC([C@@H](CCC1CCCCC1)OS(=O)(=O)C1=CC=C(C=C1)[N+](=O)[O-])=O ((R)-alpha-[[(4-nitrophenyl)sulfonyl]oxy]-4-cyclohexylbutyric acid ethyl ester), CN1CCOCC1 (N-methylmorpholine). The product is esters 3-(S)-[(1-(S)-ethoxycarbonyl-3-cyclohexyl-propyl)-amino]-1-(p-nitrobenzyl)-2,3,4,5-tetrahydro-benzazepin-2-one, C(C)OC(=O)[C@H](CCC1CCCCC1)N[C@H]1C(N(C2=C(CC1)C=CC=C2)CC2=CC=C(C=C2)[N+](=O)[O-])=O (3-(R)-[(1-(S)-ethoxycarbonyl-3-cyclohexyl-propyl)-amino]-1-(p-nitrobenzyl)-2,3,4,5-tetrahydro-benzazepin-2-one). As a reaction SMILES: [NH2:1][CH:2]1[CH2:8][CH2:7][C:6]2[CH:9]=[CH:10][CH:11]=[CH:12][C:5]=2[N:4]([CH2:13][C:14]2[CH:19]=[CH:18][C:17]([N+:20]([O-:22])=[O:21])=[CH:16][CH:15]=2)[C:3]1=[O:23].[CH2:24]([O:26][C:27](=[O:50])[C@H:28](OS(C1C=CC([N+]([O-])=O)=CC=1)(=O)=O)[CH2:29][CH2:30][CH:31]1[CH2:36][CH2:35][CH2:34][CH2:33][CH2:32]1)[CH3:25].CN1CCOCC1>>[CH2:24]([O:26][C:27]([C@@H:28]([NH:1][C@@H:2]1[CH2:8][CH2:7][C:6]2[CH:9]=[CH:10][CH:11]=[CH:12][C:5]=2[N:4]([CH2:13][C:14]2[CH:19]=[CH:18][C:17]([N+:20]([O-:22])=[O:21])=[CH:16][CH:15]=2)[C:3]1=[O:23])[CH2:29][CH2:30][CH:31]1[CH2:32][CH2:33][CH2:34][CH2:35][CH2:36]1)=[O:50])[CH3:25]. Procedure: The reaction of 15 g of 3-amino-1-(p-nitrobenzyl)-2,3,4,5-tetrahydro-benzazepin-2-one with 22.1 g of (R)-alpha-[[(4-nitrophenyl)sulfonyl]oxy]-4-cyclohexylbutyric acid ethyl ester and 6.45 ml N-methylmorpholine yields the two diastereoisomeric esters 3-(S)-[(1-(S)-ethoxycarbonyl-3-cyclohexyl-propyl)-amino]-1-(p-nitrobenzyl)-2,3,4,5-tetrahydro-benzazepin-2-one and 3-(R)-[(1-(S)-ethoxycarbonyl-3-cyclohexyl-propyl)-amino]-1-(p-nitrobenzyl)-2,3,4,5-tetrahydro-benzazepin-2-one. Rf values (eluant ethyl... The product is C(C=C)OC1=C(C=CC=C1)OC (2-Allyloxy-1-methoxybenzene). Yield: 79.0%. Reported procedure: 124 g of 2-methoxyphenol and 152 g of potassium carbonate in 500 ml of dimethylformamide are brought to 60° C. with stirring for 30 minutes. 127 g of allyl bromide are introduced and the reaction medium is then left at 60° C. for 1 hour. It is diluted with 2 l of water and extracted with ethyl ether and the organic phase is washed with sodium hydroxide. The organic phase is dried and the ether evaporated off. The product is then distilled at 115° C. and at 20 mmHg to obtain 129.6 g of the expect... RXN SMILES: [CH3:1][O:2][C:3]1[CH:8]=[CH:7][CH:6]=[CH:5][C:4]=1[OH:9].C(=O)([O-])[O-].[K+].[K+].[CH2:16](Br)[CH:17]=[CH2:18]>CN(C)C=O.O>[CH2:16]([O:9][C:4]1[CH:5]=[CH:6][CH:7]=[CH:8][C:3]=1[O:2][CH3:1])[CH:17]=[CH2:18] |f:1.2.3|. Run in CN(C=O)C (dimethylformamide), O (water). The reactants are COC1=C(C=CC=C1)O (2-methoxyphenol), C([O-])([O-])=O.[K+].[K+] (potassium carbonate), C(C=C)Br (allyl bromide). Reaction conditions: time 30 minute. The reactants are COC1=CC=C2C=CC(=CC2=C1)C1=CC2=CC=CC=C2C=C1 (7-methoxy-2,2′-binaphthalen), Cl.N1=CC=CC=C1 (pyridine hydrochloride), CN1C(CCC1)=O (N-methylpyrrolidone). The solvent is O (water). Reaction conditions: temperature 200 celsius, time 7 hour. Product: C1=C(C=CC2=CC=C(C=C12)O)C1=CC2=CC=CC=C2C=C1 ([2,2′-binaphthalen]-7-ol). As a reaction SMILES: C[O:2][C:3]1[CH:12]=[C:11]2[C:6]([CH:7]=[CH:8][C:9]([C:13]3[CH:22]=[CH:21][C:20]4[C:15](=[CH:16][CH:17]=[CH:18][CH:19]=4)[CH:14]=3)=[CH:10]2)=[CH:5][CH:4]=1.Cl.N1C=CC=CC=1.CN1CCCC1=O>O>[CH:10]1[C:11]2[C:6](=[CH:5][CH:4]=[C:3]([OH:2])[CH:12]=2)[CH:7]=[CH:8][C:9]=1[C:13]1[CH:22]=[CH:21][C:20]2[C:15](=[CH:16][CH:17]=[CH:18][CH:19]=2)[CH:14]=1 |f:1.2|. Procedure details: Under the nitrogen atmosphere, 7-methoxy-2,2′-binaphthalen (31.0) as the sixth intermediate compound, pyridine hydrochloride (63.0 g) and N-methylpyrrolidone (20 ml) were added to a flask and then stirred for 7 hours at 200° C. Once the heating is completed, it was cooled to 100° C. or less and added with water. The solid precipitated by adding water was collected by suction filtration. The obtained solid was purified by silica gel column chromatography (solvent: toluene) to give [2,2′-binaphtha... The product is CCCn1ncc(C#N)c1N. Reactants: O=C([O-])[O-], CCCBr, [K+], [K+], N#Cc1c[nH]nc1N, CN(C)C=O. As a reaction SMILES: [C:13](=[O:14])([O-:15])[O-:16].[CH2:9]([CH2:10][CH3:11])[Br:12].[K+:17].[K+:18].[NH2:1][c:2]1[n:3][nH:4][cH:5][c:6]1[C:7]#[N:8].[O:19]=[CH:20][N:21]([CH3:22])[CH3:23]>>[NH2:1][c:2]1[n:3]([CH2:9][CH2:10][CH3:11])[n:4][cH:5][c:6]1[C:7]#[N:8].